From a dataset of the Open Reaction Database (ORD), a public repository of structured organic reaction records. describe an organic reaction: reactants, conditions, products, and yield Reactants: C(=O)(O)[O-].[Na+] (NaHCO3), ClC1=CC=C(C=C1)C1CCCC(C=2SC(=CC21)C2=CC=NC=C2)O (4-(4-chlorophenyl)-2-pyridin-4-yl-5,6,7,8-tetrahydro-4H-cyclohepta[b]thiophene-8-ol), C(Cl)Cl (methylene chloride), CC(=O)OI1(C=2C=CC=CC2C(=O)O1)(OC(=O)C)OC(=O)C (Dess-Martin periodinane). Run at time 16 hour. Yields the product ClC1=CC=C(C=C1)C1CCCC(C=2SC(=CC21)C2=CC=NC=C2)=O (4-(4-chlorophenyl)-2-pyridin-4-yl-4,5,6,7-tetrahydro-8H-cyclohepta[b]thiophen-8-one). Isolated yield 45.6%. As a reaction SMILES: [Cl:1][C:2]1[CH:7]=[CH:6][C:5]([CH:8]2[C:17]3[CH:16]=[C:15]([C:18]4[CH:23]=[CH:22][N:21]=[CH:20][CH:19]=4)[S:14][C:13]=3[CH:12]([OH:24])[CH2:11][CH2:10][CH2:9]2)=[CH:4][CH:3]=1.C(Cl)Cl.CC(OI1(OC(C)=O)(OC(C)=O)OC(=O)C2C=CC=CC1=2)=O.C([O-])(O)=O.[Na+]>>[Cl:1][C:2]1[CH:7]=[CH:6][C:5]([CH:8]2[C:17]3[CH:16]=[C:15]([C:18]4[CH:19]=[CH:20][N:21]=[CH:22][CH:23]=4)[S:14][C:13]=3[C:12](=[O:24])[CH2:11][CH2:10][CH2:9]2)=[CH:4][CH:3]=1 |f:3.4|. Procedure: The reaction mixture was quenched with saturated sodium bisulfite then was cooled to rt and insoluble materials were removed by filtration. The pH of the filtrate was adjusted to 9 by the addition of a saturated NaHCO3 solution and the organic layer was separated. To the aqueous layer was added saturated NH4Cl solution (5 mL) and it was then extracted with DCM (3×20 mL). The combined organic layers were dried over anhydrous MgSO4, filtered, and concentrated. The obtained residue, 4-(4-chlorophen... Starting materials: COC(=O)C(O)C(NC(=O)OC(C)(C)C)c1ccccc1, Cc1ccccc1, O=CC(Cl)(Cl)Cl, Cc1ccc(S(=O)(=O)[O-])cc1, c1cc[nH+]cc1. The product is COC(=O)C1OC(C(Cl)(Cl)Cl)NC1c1ccccc1. As a reaction SMILES: [C:1]([O:2][C:6](=[O:3])[NH:8][CH:9]([CH:10]([C:11](=[O:12])[O:13][CH3:14])[OH:15])[c:16]1[cH:17][cH:18][cH:19][cH:20][cH:21]1)([CH3:4])([CH3:5])[CH3:7].[CH3:45][c:46]1[cH:47][cH:48][cH:49][cH:50][cH:51]1.[O:22]=[CH:23][C:24]([Cl:25])([Cl:26])[Cl:27].[c:28]1([CH3:29])[cH:30][cH:31][c:32]([S:33]([O-:34])(=[O:35])=[O:36])[cH:37][cH:38]1.[nH+:39]1[cH:40][cH:41][cH:42][cH:43][cH:44]1>>[CH:6]1([C:24]([Cl:25])([Cl:26])[Cl:27])[NH:8][CH:9]([c:16]2[cH:17][cH:18][cH:19][cH:20][cH:21]2)[CH:10]([C:11](=[O:12])[O:13][CH3:14])[O:15]1. Product: C(C)N1C(C(=CC2=C1N=C(N=C2C)SC)C2=CN=CN2)=N (8-ethyl-6-(1H-imidazol-5-yl)-4-methyl-2-(methylthio)pyrido[2,3-d]pyrimidin-7(8H)-imine). Reported procedure: A solution of potassium hydroxide (0.139 g, 2.48 mmol) in absolute ethanol (3.0 mL) was added to a pressure tube charged with 4-(ethylamino)-6-methyl-2-(methylthio)pyrimidine-5-carbaldehyde (0.229 g, 1.08 mmol), prepared using procedures similar to those described for Intermediate 1, and 2-(1H-imidazol-5-yl)acetonitrile (0.174 g, 162 mmol) and heated to 70° C. After 12 h, the reaction was allowed to cool to room temperature and concentrated in vacuo affording 8-ethyl-6-(1H-imidazol-5-yl)-4-methy... Conditions: temperature 70 celsius, time 12 hour. Reaction SMILES: [OH-].[K+].[CH2:3]([NH:5][C:6]1[C:11]([CH:12]=O)=[C:10]([CH3:14])[N:9]=[C:8]([S:15][CH3:16])[N:7]=1)[CH3:4].C(N1[C:24]2[N:25]=[C:26]([NH:30][CH2:31]C)[N:27]=[C:28](C)[C:23]=2C=C(C2N(C(OC(C)(C)C)=O)C=CC=2)C1=O)C.N1C(CC#N)=CN=C1>C(O)C>[CH2:3]([N:5]1[C:6]2[N:7]=[C:8]([S:15][CH3:16])[N:9]=[C:10]([CH3:14])[C:11]=2[CH:12]=[C:23]([C:24]2[NH:25][CH:26]=[N:30][CH:31]=2)[C:28]1=[NH:27])[CH3:4] |f:0.1|. Starting materials: N1C=NC=C1CC#N (2-(1H-imidazol-5-yl)acetonitrile), [OH-].[K+] (potassium hydroxide), C(C)N1C(C(=CC2=C1N=C(N=C2C)NCC)C=2N(C=CC2)C(=O)OC(C)(C)C)=O (1,1-Dimethylethyl 2-[8-ethyl-2-(ethylamino)-4-methyl-7-oxo-7,8-dihydropyrido[2,3-d]pyrimidin-6-yl]-1H-pyrrole-1-carboxylate), C(C)NC1=NC(=NC(=C1C=O)C)SC (4-(ethylamino)-6-methyl-2-(methylthio)pyrimidine-5-carbaldehyde). Solvent: C(C)O (ethanol).